From a dataset of the Open Reaction Database (ORD), a public repository of structured organic reaction records. describe an organic reaction: reactants, conditions, products, and yield The reactants are O=C1CCC1, CC(=O)O[BH-](OC(C)=O)OC(C)=O, CC(=O)O, ClCCl, Cl, [Na+], c1ccc(-n2cc3c(n2)CCNCC3)cc1. The product is c1ccc(-n2cc3c(n2)CCN(C2CCC2)CC3)cc1. As a reaction SMILES: [C:17]1(=[O:21])[CH2:18][CH2:19][CH2:20]1.[C:22]([O:23][BH-:24]([O:25][C:26](=[O:27])[CH3:28])[O:29][C:30](=[O:31])[CH3:32])(=[O:33])[CH3:34].[CH3:40][C:41](=[O:42])[OH:43].[Cl:37][CH2:38][Cl:39].[ClH:36].[Na+:35].[c:1]1(-[n:7]2[n:8][c:9]3[c:15]([cH:16]2)[CH2:14][CH2:13][NH:12][CH2:11][CH2:10]3)[cH:2][cH:3][cH:4][cH:5][cH:6]1>>[c:1]1(-[n:7]2[n:8][c:9]3[c:15]([cH:16]2)[CH2:14][CH2:13][N:12]([CH:17]2[CH2:18][CH2:19][CH2:20]2)[CH2:11][CH2:10]3)[cH:2][cH:3][cH:4][cH:5][cH:6]1. Starting materials: FC=1C=C(C=CC1S(=O)(=O)C)C1=C(N=C(S1)N)C (5-(3-Fluoro-4-methanesulfonyl-phenyl)-4-methyl-thiazol-2-ylamine), C(=O)(Cl)Cl (phosgene). Run in C(C)#N (acetonitrile). Run at temperature 85 celsius. Product: FC=1C=C(C=CC1S(=O)(=O)C)C1=C(N=C(S1)N=C=O)C (5-(3-fluoro-4-methanesulfonyl-phenyl)-2-isocyanato-4-methyl-thiazole). As a reaction SMILES: [F:1][C:2]1[CH:3]=[C:4]([C:12]2[S:16][C:15]([NH2:17])=[N:14][C:13]=2[CH3:18])[CH:5]=[CH:6][C:7]=1[S:8]([CH3:11])(=[O:10])=[O:9].[C:19](Cl)(Cl)=[O:20]>C(#N)C>[F:1][C:2]1[CH:3]=[C:4]([C:12]2[S:16][C:15]([N:17]=[C:19]=[O:20])=[N:14][C:13]=2[CH3:18])[CH:5]=[CH:6][C:7]=1[S:8]([CH3:11])(=[O:9])=[O:10]. Procedure: 5-(3-Fluoro-4-methanesulfonyl-phenyl)-4-methyl-thiazol-2-ylamine (Example 72) (1.74 mmol, 0.5 g) is added to acetonitrile (15 ml) and treated with phosgene (20% solution in toluene, 6.99 mmol, 3.7 ml). The reaction mixture is heated to reflux (85° C.) for 30 minutes. After cooling to room temperature the solvent is removed in vacuo to leave 5-(3-fluoro-4-methanesulfonyl-phenyl)-2-isocyanato-4-methyl-thiazole as an orange solid. The reactants are CN1CCC(CC1)NC=1C(=CC(=CC1)[N+](=O)[O-])N (N1-(1-Methyl-piperidin-4-yl)-4-nitro-benzene-1,2-diamine), C(C)OC1N(C2=CC=CC=C2C=C1)C(=O)OCC (2-Ethoxy-1-ethoxycarbonyl-1,2-dihydroquinoline), C(C)OC1=CC=C(C=C1)CC(=O)O ((4-Ethoxy-phenyl)-acetic acid). Run in ClCCl (dichloromethane). The product is solid 53, C(C)OC1=CC=C(C=C1)CC(=O)NC1=C(C=CC(=C1)[N+](=O)[O-])NC1CCN(CC1)C (2-(4-Ethoxy-phenyl)-N-[2-(1-methyl-piperidin-4-ylamino)-5-nitro-phenyl]-acetamide). RXN SMILES: [CH3:1][N:2]1[CH2:7][CH2:6][CH:5]([NH:8][C:9]2[C:10]([NH2:18])=[CH:11][C:12]([N+:15]([O-:17])=[O:16])=[CH:13][CH:14]=2)[CH2:4][CH2:3]1.[CH2:19]([O:21][C:22]1[CH:27]=[CH:26][C:25]([CH2:28][C:29](O)=[O:30])=[CH:24][CH:23]=1)[CH3:20].C(OC1C=CC2C(=CC=CC=2)N1C(OCC)=O)C>ClCCl>[CH2:19]([O:21][C:22]1[CH:27]=[CH:26][C:25]([CH2:28][C:29]([NH:18][C:10]2[CH:11]=[C:12]([N+:15]([O-:17])=[O:16])[CH:13]=[CH:14][C:9]=2[NH:8][CH:5]2[CH2:6][CH2:7][N:2]([CH3:1])[CH2:3][CH2:4]2)=[O:30])=[CH:24][CH:23]=1)[CH3:20]. Procedure: N1-(1-Methyl-piperidin-4-yl)-4-nitro-benzene-1,2-diamine 52 (0.330 g, 1.318 mmol) was dissolved in anhydrous dichloromethane (15 mL) in a small, argon purged flask fitted with an condenser and magnetic stirbar. (4-Ethoxy-phenyl)-acetic acid 5 (0.249 g, 1.384 mmol) followed by 2-Ethoxy-1-ethoxycarbonyl-1,2-dihydroquinoline (0.391 g, 1.582 mmol) are added quickly as solids and resulting solution heated to reflux for 14 hours. After cooling to room temperature the solvent was removed under reduced ... Reactants: C(C1=CC=CC=C1)N1C(=C(C2=CC=CC=C12)S(=O)(=O)C1=CC=CC=C1)Cl (1-benzyl-2-chloro-3-phenylsulfonylindole), C(CN)N (ethylene diamine), O (Water). Reaction conditions: time 20 minute. The product is Cl.Cl.C(C1=CC=CC=C1)N1C(=C(C2=CC=CC=C12)S(=O)(=O)C1=CC=CC=C1)NCCN (1-Benzyl-2-(2-aminoethylamino)-3-phenylsulfonylindole dihydrochloride). RXN SMILES: [CH2:1]([N:8]1[C:16]2[C:11](=[CH:12][CH:13]=[CH:14][CH:15]=2)[C:10]([S:17]([C:20]2[CH:25]=[CH:24][CH:23]=[CH:22][CH:21]=2)(=[O:19])=[O:18])=[C:9]1[Cl:26])[C:2]1[CH:7]=[CH:6][CH:5]=[CH:4][CH:3]=1.O.[CH2:28]([NH2:31])[CH2:29][NH2:30]>>[ClH:26].[ClH:26].[CH2:1]([N:8]1[C:16]2[C:11](=[CH:12][CH:13]=[CH:14][CH:15]=2)[C:10]([S:17]([C:20]2[CH:25]=[CH:24][CH:23]=[CH:22][CH:21]=2)(=[O:19])=[O:18])=[C:9]1[NH:30][CH2:29][CH2:28][NH2:31])[C:2]1[CH:7]=[CH:6][CH:5]=[CH:4][CH:3]=1 |f:3.4.5|. Procedure: A suspension of 1-benzyl-2-chloro-3-phenylsulfonylindole (1.0 g, 2.6 mmol) in ethylene diamine (10 ml) was heated at 80° for 1 hour. Water was added to the solution and the aqueous phase was decanted from the gummy material which separated after standing for 20 min. To this gum was added excess ethereal hydrogen chloride followed by dichloromethane. The gelatinous solid which formed was collected by filtration, washed with ethyl acetate and dried to give a solid. This solid was recrystallized fr... Reactants: NC=1N=C(C2=C(N1)N(C=C2C#CCCO)CC2=NC=C(C(=C2C)OC)C)Cl (4-[2-Amino-4-chloro-7-(4-methoxy-3,5-dimethyl-pyridin-2-ylmethyl)-7H-pyrrolo[2,3-d]pyrimidin-5-yl]-but-3-yn-1-ol), C(=O)(OC(C)(C)C)N[C@@H](C)C(=O)O (N-Boc alanine), CCN=C=NCCCN(C)C (EDCI), intermediate, C(=O)(C(F)(F)F)O (TFA). Reagents/catalysts: CN(C)C=1C=CN=CC1 (DMAP). Solvent: CC(=O)N(C)C (DMA), CCOC(=O)C (EtOAc), C(Cl)Cl (DCM), O (H2O). Product: N[C@H](C(=O)OCCC#CC1=CN(C=2N=C(N=C(C21)Cl)N)CC2=NC=C(C(=C2C)OC)C)C ((S)-4-(2-amino-4-chloro-7-((4-methoxy-3,5-dimethylpyridin-2-yl)methyl)-7H-pyrrolo[2,3-d]pyrimidin-5-yl)but-3-ynyl 2-aminopropanoate). RXN SMILES: [NH2:1][C:2]1[N:3]=[C:4]([Cl:27])[C:5]2[C:10]([C:11]#[C:12][CH2:13][CH2:14][OH:15])=[CH:9][N:8]([CH2:16][C:17]3[C:22]([CH3:23])=[C:21]([O:24][CH3:25])[C:20]([CH3:26])=[CH:19][N:18]=3)[C:6]=2[N:7]=1.C([NH:35][C@H:36]([C:38](O)=[O:39])[CH3:37])(OC(C)(C)C)=O.CCN=C=NCCCN(C)C.C(O)(C(F)(F)F)=O>CN(C1C=CN=CC=1)C.CC(N(C)C)=O.C(Cl)Cl.O.CCOC(C)=O>[NH2:35][C@@H:36]([CH3:37])[C:38]([O:15][CH2:14][CH2:13][C:12]#[C:11][C:10]1[C:5]2[C:4]([Cl:27])=[N:3][C:2]([NH2:1])=[N:7][C:6]=2[N:8]([CH2:16][C:17]2[C:22]([CH3:23])=[C:21]([O:24][CH3:25])[C:20]([CH3:26])=[CH:19][N:18]=2)[CH:9]=1)=[O:39]. Reported procedure: A solution of 4-[2-Amino-4-chloro-7-(4-methoxy-3,5-dimethyl-pyridin-2-ylmethyl)-7H-pyrrolo [2,3-d]pyrimidin-5-yl]-but-3-yn-1-ol (see example 2) (51.7 mg), N-Boc alanine (53.3 mg), DMAP (33.7 mg), and EDCI (54.9 mg) in anhyrous DMA (4 mL) was stirred at rt overnight. Work-up (EtOAc; H2O) gave the crude Boc-protected intermediate. A solution of this intermediate (40 mg) in DCM (1.0 (mL) was treated with TFA (0.2 mL) at rt for 5 min, and evaporated. The material was dissolved in MeOH (1 ml) and wat...